Dataset: the Open Reaction Database (ORD), a public repository of structured organic reaction records. Task: describe an organic reaction: reactants, conditions, products, and yield The reactants are amine, COC1=CC=C(C=C1)C1=NSC(=N1)C(=O)OCC (ethyl 3-(4-methoxyphenyl)-[1,2,4]thiadiazole-5-carboxylate), C1(=CC=CC=C1)[C@H](C)N ((S)-1-phenyl-ethylamine). The solvent is ClCCl (dichloromethane). Run at temperature 80 celsius, time 2 hour. Product: C1(=CC=CC=C1)[C@H](C)NC(=O)C1=NC(=NS1)C1=CC=C(C=C1)OC ((S)-3-(4-methoxyphenyl)-[1,2,4]thiadiazole-5-carboxylic acid (1-phenylethyl)-amide). The yield is 117.9%. As a reaction SMILES: [CH3:1][O:2][C:3]1[CH:8]=[CH:7][C:6]([C:9]2[N:13]=[C:12]([C:14]([O:16]CC)=O)[S:11][N:10]=2)=[CH:5][CH:4]=1.[C:19]1([C@@H:25]([NH2:27])[CH3:26])[CH:24]=[CH:23][CH:22]=[CH:21][CH:20]=1>ClCCl>[C:19]1([C@@H:25]([NH:27][C:14]([C:12]2[S:11][N:10]=[C:9]([C:6]3[CH:5]=[CH:4][C:3]([O:2][CH3:1])=[CH:8][CH:7]=3)[N:13]=2)=[O:16])[CH3:26])[CH:24]=[CH:23][CH:22]=[CH:21][CH:20]=1. Reported procedure: A mixture of (S)-1-phenylethyl)amine (1.21 g, 10 mmol) and ethyl 3-(4-methoxyphenyl)-[1,2,4]thiadiazole-5-carboxylate (1.32 g, 5 mmol) is stirred at 80° C. for 2 hours. A further portion of (S)-1-phenyl-ethylamine (0.5 g, 4 mmol) is added and the mixture is stirred for at 80° C. for a further 1.5 hours. The mixture is then cooled and dissolved in dichloromethane. The solution is washed with dilute sulphuric acid followed by water, and the organic phase is dried over magnesium sulphate. The solve... Starting materials: N(N)C1=NC=CC=C1 (2-hydrazinopyridine), CC(=O)C=O (methyl glyoxal). The solvent is C(C)O (ethyl alcohol). The product is N1=C(C=CC=C1)N(N=C(C=O)C)C1=NC=CC=C1 (methyl glyoxal bis-(2-pyridyl) hydrazone). Yield: 62.4%. RXN SMILES: [NH:1]([C:3]1[CH:8]=[CH:7][CH:6]=[CH:5][N:4]=1)[NH2:2].[CH3:9][C:10]([CH:12]=[O:13])=O>C(O)C>[N:4]1[CH:5]=[CH:6][CH:7]=[CH:8][C:3]=1[N:1]([C:3]1[CH:8]=[CH:7][CH:6]=[CH:5][N:4]=1)[N:2]=[C:10]([CH3:9])[CH:12]=[O:13]. Reported procedure: To 2-hydrazinopyridine (4.36 g, 40 mmol) was added slowly methyl glyoxal (40% aqueous, 3.99 g, 22 mmol) in ethyl alcohol (88 mL). The solution was refluxed for 17 hours and cooled to room temperature, The yellow product which separated was filtered, washed with ethyl alcohol and dried to give methyl glyoxal bis-(2-pyridyl) hydrazone 3.00 g (29%), mp. 196°-198° C. as the free base. The entire product was added to water and hydrogen chloride gas was bubbled through the solution until the solution ... Reactants: CC1=CC=2C3(C4=CC(=C(C=C4OC2C=C1C)C)C)C1=CC=CC=C1C=1C=CC=CC13 (2',3',6',7'-tetramethylspiro[fluorene-9,9'-xanthene]). Run in CS(=O)C (DMSO). Yields the product OC1=C(C=C(C(=C1)C)C)C1(C2=CC=CC=C2C=2C=CC=CC12)C1=C(C=C(C(=C1)C)C)O (9,9-bis(2-hydroxy-4,5-dimethylphenyl)fluorene). RXN SMILES: [CH3:1][C:2]1[C:15]([CH3:16])=[CH:14][C:13]2[O:12]C3C(=CC(C)=C(C)C=3)[C:5]3([C:30]4[CH:29]=CC=CC=4[C:24]4[C:19]3=[CH:20][CH:21]=[CH:22][CH:23]=4)[C:4]=2[CH:3]=1>CS(C)=O>[OH:12][C:13]1[CH:14]=[C:15]([CH3:16])[C:2]([CH3:1])=[CH:29][C:30]=1[C:5]1([C:4]2[CH:3]=[C:2]([CH3:1])[C:15]([CH3:16])=[CH:14][C:13]=2[OH:12])[C:19]2[CH:20]=[CH:21][CH:22]=[CH:23][C:24]=2[C:19]2[C:24]1=[CH:23][CH:22]=[CH:21][CH:20]=2. Reported procedure: H-1 NMR: (DMSO) delta from tetramethylsilane 1.82 (singlet, CH3, 3H), 2.01 (singlet, CH3, 3H), 6.32-6.46 (doublet, 4H), 7.17-7.33 (multiplet, 4H ), 7.78-7.88 (multiplet, 4H), 8.69 (singlet, 2H, OH); C-13 NMR: (DMSO) (ppm) 18.8 (CH3), 19.0 (CH3), 61.5 (quaternary carbon), 117.2, 119.8, 124.7, 126.2, 126.9, 127.3, 127.9, 128.2, 134.2, 139.3, 152.6, 153.5. 2',3',6',7'-tetramethylspiro[fluorene-9,9'-xanthene] H-1NMR: (CDCl3) delta from tetramethylsilane 1.87 (singlet, CH3, 3H), 2.16 (singlet, CH3, 3... The reactants are ClC=1C=2N(C=CN1)C(=NC2I)C2CC(C2)=O (3-(8-Chloro-1-iodo-imidazo[1,5-a]pyrazin-3-yl)-cyclobutanone), [BH4-].[Na+] (sodium tetrahydroborate). Run at time 4.5 hour. As a reaction SMILES: [Cl:1][C:2]1[C:3]2[N:4]([C:8]([CH:12]3[CH2:15][C:14](=[O:16])[CH2:13]3)=[N:9][C:10]=2[I:11])[CH:5]=[CH:6][N:7]=1.[BH4-].[Na+]>CO.C(Cl)Cl>[Cl:1][C:2]1[C:3]2[N:4]([C:8]([C@@H:12]3[CH2:13][C@H:14]([OH:16])[CH2:15]3)=[N:9][C:10]=2[I:11])[CH:5]=[CH:6][N:7]=1 |f:1.2|. Procedure details: 3-(8-Chloro-1-iodo-imidazo[1,5-a]pyrazin-3-yl)-cyclobutanone (5.0 g, 14 mmol) was dissolved in a 1:1 mixture of MeOH (35.0 mL) and CH2Cl2 (35.0 mL). To the solution mixture sodium tetrahydroborate (560 mg, 14.0 mmol) was added slowly, gas evolution was observed. After 4.5 h at rt under nitrogen, the reaction was concentrated in vacuo. The crude mix was dissolved in EtOAc and washed with water. The organic layer was dried over sodium sulfate, filtered and concentrated in vacuo. The crude product ... Solvent: CO (MeOH), C(Cl)Cl (CH2Cl2). The product is ClC=1C=2N(C=CN1)C(=NC2I)[C@H]2C[C@H](C2)O (cis-3-(8-Chloro-1-iodoimidazo[1,5-a]pyrazin-3-yl)cyclobutanol).